This data is from the Open Reaction Database (ORD), a public repository of structured organic reaction records. The task is: describe an organic reaction: reactants, conditions, products, and yield Starting materials: CCN(CC)S(F)(F)F, ClCCl, COC(=O)c1nc(-c2ccc(CO)cc2)cc(N)c1Cl. Yields the product COC(=O)c1nc(-c2ccc(CF)cc2)cc(N)c1Cl. As a reaction SMILES: [CH2:1]([N:2]([S:3]([F:4])([F:5])[F:7])[CH2:6][CH3:8])[CH3:9].[Cl:30][CH2:31][Cl:32].[NH2:10][c:11]1[c:12]([Cl:29])[c:13]([C:25](=[O:26])[O:27][CH3:28])[n:14][c:15](-[c:17]2[cH:18][cH:19][c:20]([CH2:23][OH:24])[cH:21][cH:22]2)[cH:16]1>>[F:7][CH2:23][c:20]1[cH:19][cH:18][c:17](-[c:15]2[n:14][c:13]([C:25](=[O:26])[O:27][CH3:28])[c:12]([Cl:29])[c:11]([NH2:10])[cH:16]2)[cH:22][cH:21]1. Reactants: NC=1C=C(C=CC1)O (3-aminophenol), C([O-])([O-])=O.[K+].[K+] (potassium carbonate), ClC1=NC=C(C(=N1)NC=1C=C(C=CC1)CCO)Cl (2-{3-[(2,5-dichloropyrimidin-4-yl)amino]phenyl}ethanol), NC=1C=C(C=CC1)O (3-aminophenol), O.C1(=CC=C(C=C1)S(=O)(=O)O)C (p-toluenesulfonic acid monohydrate). Run in O1CCOCC1 (1,4-dioxane). Reaction conditions: temperature 100 celsius. Product: ClC=1C(=NC(=NC1)NC=1C=C(C=CC1)O)NC1=CC(=CC=C1)CCO (3-[(5-Chloro-4-{[3-(2-hydroxyethyl)phenyl]amino}pyrimidin-2-yl)amino]phenol). Yield: 96.1%. Reaction SMILES: Cl[C:2]1[N:7]=[C:6]([NH:8][C:9]2[CH:10]=[C:11]([CH2:15][CH2:16][OH:17])[CH:12]=[CH:13][CH:14]=2)[C:5]([Cl:18])=[CH:4][N:3]=1.[NH2:19][C:20]1[CH:21]=[C:22]([OH:26])[CH:23]=[CH:24][CH:25]=1.O.C1(C)C=CC(S(O)(=O)=O)=CC=1.C(=O)([O-])[O-].[K+].[K+]>O1CCOCC1>[Cl:18][C:5]1[C:6]([NH:8][C:9]2[CH:14]=[CH:13][CH:12]=[C:11]([CH2:15][CH2:16][OH:17])[CH:10]=2)=[N:7][C:2]([NH:19][C:20]2[CH:21]=[C:22]([OH:26])[CH:23]=[CH:24][CH:25]=2)=[N:3][CH:4]=1 |f:2.3,4.5.6|. Procedure details: A solution of 2-{3-[(2,5-dichloropyrimidin-4-yl)amino]phenyl}ethanol (0.10 g, 0.35 mmol) and 3-aminophenol (58 mg, 0.53 mmol) in 1,4-dioxane (3.5 mL) was treated with p-toluenesulfonic acid monohydrate (54 mg, 0.28 mmol) and heated at 100° C. for 1 h. The reaction mixture was treated with additional 3-aminophenol (19 mg, 0.18 mmol) and heated at 100° C. for 1 h. The reaction mixture was poured into 10% potassium carbonate (20 mL) and extracted with ethyl acetate (2×50 mL). The combined organic l... The reactants are SCCC(=O)O (3-mercaptopropionic acid), C(C#C)Br (propargyl bromide), O (water), [H-].[Na+] (Sodium hydride). The solvent is CN(C=O)C (dimethylformamide). Reaction conditions: temperature 0 celsius, time 1 hour. Yields the product C(C#C)SCCC(=O)O (3-(Prop-2-ynylthio) propionic acid), oil. Reaction SMILES: [SH:1][CH2:2][CH2:3][C:4]([OH:6])=[O:5].[H-].[Na+].[CH2:9](Br)[C:10]#[CH:11].O>CN(C)C=O>[CH2:11]([S:1][CH2:2][CH2:3][C:4]([OH:6])=[O:5])[C:10]#[CH:9] |f:1.2|. Procedure: A solution of 3-mercaptopropionic acid (15 ml) in dry dimethylformamide (250 ml) was stirred at 0° , under nitrogen. Sodium hydride (10.2 g; 80% dispersion in oil) was added carefully and the mixture was stirred at 40° for 1 hour. The mixture was cooled to 0° C. and propargyl bromide (60 g; 80% in toluene) was added dropwise. The mixture was stirred at 20° for 3 hours and then at 80° for 1 hour. The mixture was cooled and poured into water. The aqueous mixture was extracted with diethyl ether, a...